From a dataset of the Open Reaction Database (ORD), a public repository of structured organic reaction records. describe an organic reaction: reactants, conditions, products, and yield Starting materials: CCO, [H][H], CC(Nc1ncc(C#N)c(-c2cnc3c(C(F)F)cccn23)n1)c1cccc(CN=[N+]=[N-])c1. Yields the product CC(Nc1ncc(C#N)c(-c2cnc3c(C(F)F)cccn23)n1)c1cccc(CN)c1. As a reaction SMILES: [CH3:36][CH2:37][OH:38].[H:34][H:35].[N:1](=[N+:2]=[N-:3])[CH2:4][c:5]1[cH:6][c:7]([CH:11]([CH3:12])[NH:13][c:14]2[n:15][cH:16][c:17]([C:32]#[N:33])[c:18](-[c:20]3[cH:21][n:22][c:23]4[n:24]3[cH:25][cH:26][cH:27][c:28]4[CH:29]([F:30])[F:31])[n:19]2)[cH:8][cH:9][cH:10]1>>[NH2:1][CH2:4][c:5]1[cH:6][c:7]([CH:11]([CH3:12])[NH:13][c:14]2[n:15][cH:16][c:17]([C:32]#[N:33])[c:18](-[c:20]3[cH:21][n:22][c:23]4[n:24]3[cH:25][cH:26][cH:27][c:28]4[CH:29]([F:30])[F:31])[n:19]2)[cH:8][cH:9][cH:10]1. Reactants: BrC1=CC2=C(C3=NC(=CN3CCO2)C(=O)NC(SC)=N)C=C1 (1-(8-Bromo-4,5-dihydro-6-oxa-1,3a-diaza-benzo[e]azulene-2-carbonyl)-2-methyl-isothiourea), Cl.C(C)(C)NN (isopropylhydrazine hydrochloride). The solvent is C(C)(=O)O (acetic acid). The product is BrC1=CC2=C(C=3N(CCO2)C=C(N3)C3=NC(=NN3C(C)C)SC)C=C1 (9-bromo-2-(1-isopropyl-3-(methylthio)-1H-1,2,4-triazol-5-yl)-5,6-dihydrobenzo[f]imidazo[1,2-d][1,4]oxazepine). As a reaction SMILES: [Br:1][C:2]1[CH:22]=[CH:21][C:5]2[C:6]3[N:10]([CH2:11][CH2:12][O:13][C:4]=2[CH:3]=1)[CH:9]=[C:8]([C:14]([NH:16][C:17](=[NH:20])[S:18][CH3:19])=O)[N:7]=3.Cl.[CH:24]([NH:27]N)([CH3:26])[CH3:25]>C(O)(=O)C>[Br:1][C:2]1[CH:22]=[CH:21][C:5]2[C:6]3[N:10]([CH:9]=[C:8]([C:14]4[N:27]([CH:24]([CH3:26])[CH3:25])[N:20]=[C:17]([S:18][CH3:19])[N:16]=4)[N:7]=3)[CH2:11][CH2:12][O:13][C:4]=2[CH:3]=1 |f:1.2|. Reported procedure: 1-(8-Bromo-4,5-dihydro-6-oxa-1,3a-diaza-benzo[e]azulene-2-carbonyl)-2-methyl-isothiourea (27 mg, 0.068 mmol) was heated with isopropylhydrazine hydrochloride (23 mg, 0.20 mmol) in acetic acid (0.9 mL) at 100° C. overnight. The mixture was concentrated and the crude residue purified by reverse-phase HPLC to give 240. LCMS EI: 422.1 Starting materials: [Br-], [Zn+]C1CCCC1, CSc1nsc(Cl)n1, ClCCl, Cl[Pd]Cl, C1CCOC1. Product: CSc1nsc(C2CCCC2)n1. Reaction SMILES: [Br-:9].[CH:10]1([Zn+:15])[CH2:11][CH2:12][CH2:13][CH2:14]1.[Cl:1][c:2]1[n:3][c:4]([S:7][CH3:8])[n:5][s:6]1.[Cl:21][CH2:22][Cl:23].[Cl:24][Pd:25][Cl:26].[O:16]1[CH2:17][CH2:18][CH2:19][CH2:20]1>>[c:2]1([CH:10]2[CH2:11][CH2:12][CH2:13][CH2:14]2)[n:3][c:4]([S:7][CH3:8])[n:5][s:6]1. Reactants: CN(CC(=O)O)C(=O)OC(C)(C)C, CC(CO)NCc1cccc(-c2ccnc(Cl)n2)c1. Product: CC(CO)N(Cc1cccc(-c2ccnc(Cl)n2)c1)C(=O)CN(C)C(=O)OC(C)(C)C. RXN SMILES: [C:20]([CH3:21])([CH3:22])([CH3:23])[O:24][C:25](=[O:26])[N:27]([CH3:28])[CH2:29][C:30](=[O:31])[OH:32].[Cl:1][c:2]1[n:3][cH:4][cH:5][c:6](-[c:8]2[cH:9][c:10]([CH2:11][NH:12][CH:13]([CH2:14][OH:15])[CH3:16])[cH:17][cH:18][cH:19]2)[n:7]1>>[Cl:1][c:2]1[n:3][cH:4][cH:5][c:6](-[c:8]2[cH:9][c:10]([CH2:11][N:12]([CH:13]([CH2:14][OH:15])[CH3:16])[C:30]([CH2:29][N:27]([C:25]([O:24][C:20]([CH3:21])([CH3:22])[CH3:23])=[O:26])[CH3:28])=[O:31])[cH:17][cH:18][cH:19]2)[n:7]1.